Dataset: the Open Reaction Database (ORD), a public repository of structured organic reaction records. Task: describe an organic reaction: reactants, conditions, products, and yield Starting materials: COC(=O)c1sc(C=O)c(Br)c1C, CC#N, CCOC(C)=O, Cl, Cl, O=C(OC(=O)C(F)(F)F)C(F)(F)F, NO, c1ccncc1. Product: COC(=O)c1sc(C#N)c(Br)c1C. As a reaction SMILES: [Br:4][c:5]1[c:6]([CH3:16])[c:7]([C:12](=[O:13])[O:14][CH3:15])[s:8][c:9]1[CH:10]=[O:11].[CH3:31][C:32]#[N:33].[CH3:40][CH2:41][O:42][C:43](=[O:44])[CH3:45].[ClH:1].[ClH:30].[F:17][C:18]([F:19])([F:20])[C:21]([O:22][C:23](=[O:24])[C:25]([F:26])([F:27])[F:28])=[O:29].[NH2:2][OH:3].[cH:34]1[cH:35][cH:36][n:37][cH:38][cH:39]1>>[N:2]#[C:10][c:9]1[c:5]([Br:4])[c:6]([CH3:16])[c:7]([C:12](=[O:13])[O:14][CH3:15])[s:8]1.